Dataset: the Open Reaction Database (ORD), a public repository of structured organic reaction records. Task: describe an organic reaction: reactants, conditions, products, and yield The reactants are C1OC=2C=C(C=CC2O1)C1C(C(C2=CC=CC=C12)C1=CC2=C(C=C1)OCO2)C(=O)OCC (ethyl (1RS,3RS)-1,3-di-(3,4-methylenedioxyphenyl)indane-2-carboxylate), [OH-].[Na+] (NaOH). The solvent is CCO (EtOH). Conditions: time 3 day. Product: C1OC=2C=C(C=CC2O1)C1C(C(C2=CC=CC=C12)C1=CC2=C(C=C1)OCO2)C(=O)O ((1RS,3RS)-1,3-Di-(3,4-methylenedioxyphenyl)indane-2-carboxylic acid). Isolated yield 73.1%. As a reaction SMILES: [CH2:1]1[O:9][C:8]2[CH:7]=[CH:6][C:5]([CH:10]3[C:18]4[C:13](=[CH:14][CH:15]=[CH:16][CH:17]=4)[CH:12]([C:19]4[CH:24]=[CH:23][C:22]5[O:25][CH2:26][O:27][C:21]=5[CH:20]=4)[CH:11]3[C:28]([O:30]CC)=[O:29])=[CH:4][C:3]=2[O:2]1.[OH-].[Na+]>CCO>[CH2:1]1[O:9][C:8]2[CH:7]=[CH:6][C:5]([CH:10]3[C:18]4[C:13](=[CH:14][CH:15]=[CH:16][CH:17]=4)[CH:12]([C:19]4[CH:24]=[CH:23][C:22]5[O:25][CH2:26][O:27][C:21]=5[CH:20]=4)[CH:11]3[C:28]([OH:30])=[O:29])=[CH:4][C:3]=2[O:2]1 |f:1.2|. Procedure: To a solution of ethyl (1RS,3RS)-1,3-di-(3,4-methylenedioxyphenyl)indane-2-carboxylate (75 mg, 0.17 mmol) in EtOH (20 ml) was added NaOH (0.10 g, 2.5 mmol). The resulting mixture was allowed to stir at room temperature for 3 d, at which time thin layer chromatographic analysis indicated that the reaction was incomplete. The mixture was then heated at reflux for 36 h, allowed to cool and was concentrated under reduced pressure. To the residue was added concentrated HCl, and the solid which formed... Starting materials: N1(CCCCCC1)CCOC1=CC=C(CN(C2=C(C=CC(=C2)O[Si](C)(C)C(C)(C)C)C2CC3=CC=C(C=C3CC2)O[Si](C)(C)C(C)(C)C)CCOCC2=CC=CC=C2)C=C1 ([4-(2-azepan-1-ylethoxy)benzyl](2-benzyloxyethyl){5-(tert-butyldimethylsilyloxy)-2-[6-(tert-butyldimethylsilyloxy)-1,2,3,4-tetrahydronaphthalen-2-yl]phenyl}amine), B(Cl)(Cl)Cl (boron trichloride), CO (methanol). The solvent is C([O-])(O)=O.[Na+] (sodium bicarbonate), ClCCl (dichloromethane). Reaction conditions: time 30 minute. Product: N1(CCCCCC1)CCOC1=CC=C(CN(CCO)C2=C(C=CC(=C2)O[Si](C)(C)C(C)(C)C)C2CC3=CC=C(C=C3CC2)O[Si](C)(C)C(C)(C)C)C=C1 (2-{[4-(2-Azepan-1-ylethoxy)benzyl]{5-(tert-butyldimethylsilyloxy)-2-[6-(tert-butyldimethylsilyloxy)-1,2,3,4-tetrahydronaphthalen-2-yl]phenyl}amino}ethanol). The yield is 59.7%. Reaction SMILES: [N:1]1([CH2:8][CH2:9][O:10][C:11]2[CH:60]=[CH:59][C:14]([CH2:15][N:16]([CH2:49][CH2:50][O:51]CC3C=CC=CC=3)[C:17]3[CH:22]=[C:21]([O:23][Si:24]([C:27]([CH3:30])([CH3:29])[CH3:28])([CH3:26])[CH3:25])[CH:20]=[CH:19][C:18]=3[CH:31]3[CH2:40][CH2:39][C:38]4[C:33](=[CH:34][CH:35]=[C:36]([O:41][Si:42]([C:45]([CH3:48])([CH3:47])[CH3:46])([CH3:44])[CH3:43])[CH:37]=4)[CH2:32]3)=[CH:13][CH:12]=2)[CH2:7][CH2:6][CH2:5][CH2:4][CH2:3][CH2:2]1.B(Cl)(Cl)Cl.CO>ClCCl.C(=O)(O)[O-].[Na+]>[N:1]1([CH2:8][CH2:9][O:10][C:11]2[CH:60]=[CH:59][C:14]([CH2:15][N:16]([C:17]3[CH:22]=[C:21]([O:23][Si:24]([C:27]([CH3:30])([CH3:29])[CH3:28])([CH3:26])[CH3:25])[CH:20]=[CH:19][C:18]=3[CH:31]3[CH2:40][CH2:39][C:38]4[C:33](=[CH:34][CH:35]=[C:36]([O:41][Si:42]([C:45]([CH3:48])([CH3:47])[CH3:46])([CH3:44])[CH3:43])[CH:37]=4)[CH2:32]3)[CH2:49][CH2:50][OH:51])=[CH:13][CH:12]=2)[CH2:7][CH2:6][CH2:5][CH2:4][CH2:3][CH2:2]1 |f:4.5|. Reported procedure: To a solution of [4-(2-azepan-1-ylethoxy)benzyl](2-benzyloxyethyl){5-(tert-butyldimethylsilyloxy)-2-[6-(tert-butyldimethylsilyloxy)-1,2,3,4-tetrahydronaphthalen-2-yl]phenyl}amine (450 mg) in dichloromethane (23 ml) was added dropwise boron trichloride (1.0 M solution in dichloromethane) (4.2 ml) at −78° C., and the solution was stirred for 30 minutes. At −78° C., to the reaction solution was added methanol (2 ml), and the reaction mixture was diluted with a saturated aqueous solution of sodium b... Reactants: CCc1ccc(C2(c3ccc(CC)cc3)OC2C(=O)OC)cc1, COc1ccc(CCO)cc1OC, ClCCl. The product is CCc1ccc(C(OCCc2ccc(OC)c(OC)c2)(c2ccc(CC)cc2)C(O)C(=O)OC)cc1. RXN SMILES: [CH2:1]([CH3:2])[c:3]1[cH:4][cH:5][c:6]([C:9]2([c:16]3[cH:17][cH:18][c:19]([CH2:22][CH3:23])[cH:20][cH:21]3)[CH:10]([C:11](=[O:12])[O:13][CH3:14])[O:15]2)[cH:7][cH:8]1.[CH3:24][O:25][c:26]1[cH:27][c:28]([CH2:34][CH2:35][OH:36])[cH:29][cH:30][c:31]1[O:32][CH3:33].[Cl:37][CH2:38][Cl:39]>>[CH2:1]([CH3:2])[c:3]1[cH:4][cH:5][c:6]([C:9]([CH:10]([C:11](=[O:12])[O:13][CH3:14])[OH:15])([c:16]2[cH:17][cH:18][c:19]([CH2:22][CH3:23])[cH:20][cH:21]2)[O:36][CH2:35][CH2:34][c:28]2[cH:27][c:26]([O:25][CH3:24])[c:31]([O:32][CH3:33])[cH:30][cH:29]2)[cH:7][cH:8]1. Starting materials: C1CCNCC1, Cc1ccccc1, O=C(O)c1ccccc1, O=Cc1ccc2ncccc2n1, O=C1CSC(NCc2cccs2)=N1. Yields the product O=C1N=C(NCc2cccs2)SC1=Cc1ccc2ncccc2n1. Reaction SMILES: [CH2:35]1[CH2:36][CH2:37][NH:38][CH2:39][CH2:40]1.[CH3:41][c:42]1[cH:43][cH:44][cH:45][cH:46][cH:47]1.[OH:26][C:27]([c:28]1[cH:29][cH:30][cH:31][cH:32][cH:33]1)=[O:34].[n:14]1[cH:15][cH:16][cH:17][c:18]2[n:19][c:20]([CH:24]=[O:25])[cH:21][cH:22][c:23]12.[s:1]1[c:2]([CH2:6][NH:7][C:8]2=[N:12][C:11](=[O:13])[CH2:10][S:9]2)[cH:3][cH:4][cH:5]1>>[s:1]1[c:2]([CH2:6][NH:7][C:8]2=[N:12][C:11](=[O:13])[C:10](=[CH:24][c:20]3[n:19][c:18]4[cH:17][cH:16][cH:15][n:14][c:23]4[cH:22][cH:21]3)[S:9]2)[cH:3][cH:4][cH:5]1.